From a dataset of the Open Reaction Database (ORD), a public repository of structured organic reaction records. describe an organic reaction: reactants, conditions, products, and yield Starting materials: C1CCC(CC1)N=C=NC2CCCCC2 (DCC), COC1=CC=C(C=CC(=O)O)C=C1 (4-methoxycinnamic acid), NC1=CC=NC=C1 (4-aminopyridine), amide. The product is COC1=CC=C(C=C1)/C=C/C(=O)NC1=CC=NC=C1 ((E)-3-(4-Methoxyphenyl)-N-(pyridine-4-yl)acrylamide). The yield is 14.2%. As a reaction SMILES: [CH3:1][O:2][C:3]1[CH:13]=[CH:12][C:6]([CH:7]=[CH:8][C:9]([OH:11])=O)=[CH:5][CH:4]=1.[NH2:14][C:15]1[CH:20]=[CH:19][N:18]=[CH:17][CH:16]=1.C1CCC(N=C=NC2CCCCC2)CC1>>[CH3:1][O:2][C:3]1[CH:4]=[CH:5][C:6](/[CH:7]=[CH:8]/[C:9]([NH:14][C:15]2[CH:20]=[CH:19][N:18]=[CH:17][CH:16]=2)=[O:11])=[CH:12][CH:13]=1. Procedure: Reaction of 4-methoxycinnamic acid (0.89 g, 5.00 mmol) with 4-aminopyridine (0.47 g, 5.00 mmol) was conducted according to the general amide coupling procedure using DCC to obtain the product as a white solid (0.18 g, 14%). EIMS m/z: 255 ([M]+). The reactants are C(CCC)C1=NC2=C(N1CC1=CC=C(C=C1)C=1C(=CC=CC1)C(=O)OC(C)(C)C)C=C(C=C2)C=2N=C1N(C=CC=C1)C2 (tert.-butyl 4'-[[2-n-butyl-6-(imidazo[1,2-a]pyridin-2-yl)-benzimidazol-1-yl]-methyl]-biphenyl-2-carboxylate), FC(C(=O)O)(F)F (trifluoroacetic acid). Run in C(Cl)Cl (methylene chloride). Product: C(CCC)C1=NC2=C(N1CC1=CC=C(C=C1)C=1C(=CC=CC1)C(=O)O)C=C(C=C2)C=2N=C1N(C=CC=C1)C2 (4'-[[2-n-Butyl-6-(imidazo[1,2-a]pyridin-2-yl)-benzimidazol-1-yl]-methyl]-biphenyl-2-carboxylic acid). Reaction SMILES: [CH2:1]([C:5]1[N:9]([CH2:10][C:11]2[CH:16]=[CH:15][C:14]([C:17]3[C:18]([C:23]([O:25]C(C)(C)C)=[O:24])=[CH:19][CH:20]=[CH:21][CH:22]=3)=[CH:13][CH:12]=2)[C:8]2[CH:30]=[C:31]([C:34]3[N:35]=[C:36]4[CH:41]=[CH:40][CH:39]=[CH:38][N:37]4[CH:42]=3)[CH:32]=[CH:33][C:7]=2[N:6]=1)[CH2:2][CH2:3][CH3:4].FC(F)(F)C(O)=O>C(Cl)Cl>[CH2:1]([C:5]1[N:9]([CH2:10][C:11]2[CH:16]=[CH:15][C:14]([C:17]3[C:18]([C:23]([OH:25])=[O:24])=[CH:19][CH:20]=[CH:21][CH:22]=3)=[CH:13][CH:12]=2)[C:8]2[CH:30]=[C:31]([C:34]3[N:35]=[C:36]4[CH:41]=[CH:40][CH:39]=[CH:38][N:37]4[CH:42]=3)[CH:32]=[CH:33][C:7]=2[N:6]=1)[CH2:2][CH2:3][CH3:4]. Reported procedure: Prepared analogously to Example 1 from tert.-butyl 4'-[[2-n-butyl-6-(imidazo[1,2-a]pyridin-2-yl)-benzimidazol-1-yl]-methyl]-biphenyl-2-carboxylate and trifluoroacetic acid in methylene chloride. Procedure details: The titled compound (16 mg) as a white solid was prepared from the compound [4-6] obtained in the process (6) of Example 4 (100 mg) and 2-fluoro-6-(trifluoromethyl)benzyl bromide according to the method of the process (7) of Example 4. Starting materials: compound [ 4-6 ], FC1=C(CBr)C(=CC=C1)C(F)(F)F (2-fluoro-6-(trifluoromethyl)benzyl bromide), C(C1=CC=CC=C1)N1C=CC2=CC=C(C=C12)CC(=O)O (2-(1-benzyl-1H-indole-6-yl)acetic acid). The product is FC1=C(CN2C=CC3=CC=C(C=C23)CC(=O)O)C(=CC=C1)C(F)(F)F (2-{1-[2-fluoro-6-(trifluoromethyl)benzyl]-1H-indole-6-yl}acetic acid), C(C1=CC=CC=C1)N1C=CC2=CC=C(C=C12)CC(=O)O (2-(1-benzyl-1H-indole-6-yl)acetic acid). Reaction SMILES: [F:1][C:2]1[CH:9]=[CH:8][CH:7]=[C:6]([C:10]([F:13])([F:12])[F:11])[C:3]=1[CH2:4]Br.[CH2:14]([N:21]1[C:29]2[C:24](=[CH:25][CH:26]=[C:27]([CH2:30][C:31]([OH:33])=[O:32])[CH:28]=2)[CH:23]=[CH:22]1)[C:15]1[CH:20]=[CH:19][CH:18]=[CH:17][CH:16]=1>>[F:1][C:2]1[CH:9]=[CH:8][CH:7]=[C:6]([C:10]([F:13])([F:12])[F:11])[C:3]=1[CH2:4][N:21]1[C:29]2[C:24](=[CH:25][CH:26]=[C:27]([CH2:30][C:31]([OH:33])=[O:32])[CH:28]=2)[CH:23]=[CH:22]1.[CH2:14]([N:21]1[C:29]2[C:24](=[CH:25][CH:26]=[C:27]([CH2:30][C:31]([OH:33])=[O:32])[CH:28]=2)[CH:23]=[CH:22]1)[C:15]1[CH:16]=[CH:17][CH:18]=[CH:19][CH:20]=1.